This data is from the Open Reaction Database (ORD), a public repository of structured organic reaction records. The task is: describe an organic reaction: reactants, conditions, products, and yield RXN SMILES: [CH3:19][CH2:20][O:21][C:22](=[O:23])[CH3:24].[CH3:1][N:2]1[CH2:3][CH2:4][c:5]2[cH:6][c:7]([N+:11]([O-:12])=[O:13])[cH:8][cH:9][c:10]21.[Cl-:16].[Na+:18].[OH-:17].[OH2:14].[OH2:15]>>[CH3:1][N:2]1[CH2:3][CH2:4][c:5]2[cH:6][c:7]([NH2:11])[cH:8][cH:9][c:10]21. The product is CN1CCc2cc(N)ccc21. Starting materials: CCOC(C)=O, CN1CCc2cc([N+](=O)[O-])ccc21, [Cl-], [Na+], [OH-], O, O. The reactants are CS(=O)(=O)C1=CC=C(C=C1)N1C=NCC1 (1-[4-(methylsulfonyl)phenyl]-4,5-dihydro-1H-imidazole), O.C1(=CC=C(C=C1)S(=O)(=O)O)C (p-toluenesulfonic acid monohydrate). Run in C1(=CC=CC=C1)C (toluene). The product is CS(=O)(=O)C1=CC=C(C=C1)N1C=NC=C1 (1-[4-(methylsulfonyl)phenyl]-1H-imidazole). RXN SMILES: [CH3:1][S:2]([C:5]1[CH:10]=[CH:9][C:8]([N:11]2[CH2:15][CH2:14][N:13]=[CH:12]2)=[CH:7][CH:6]=1)(=[O:4])=[O:3].O.C1(C)C=CC(S(O)(=O)=O)=CC=1>C1(C)C=CC=CC=1>[CH3:1][S:2]([C:5]1[CH:10]=[CH:9][C:8]([N:11]2[CH:15]=[CH:14][N:13]=[CH:12]2)=[CH:7][CH:6]=1)(=[O:3])=[O:4] |f:1.2|. Procedure: A mixture of 2-(4-chlorophenyl)-4-hydroxy-4-[methoxy)methyl]-1-[4-(methylsulfonyl)phenyl]-4,5-dihydro-1H-imidazole from Step 2 (1 mmol) and p-toluenesulfonic acid monohydrate (100 mg) in toluene (70 mL) is heated to reflux for 48 hours. The reaction mixture is cooled and the solvent removed under reduced pressure. The crude residue is redissolved in methylene chloride and washed with water, aqueous sodium bicarbonate and brine. After drying (Na2SO4), filtration and concentration in vacuo, the cr... Reactants: BrC1=CC(=NC=C1)C1=NC=C(C(=N1)O)C(=O)NC(C)(C1=CC=CC=C1)C (2-(4-Bromopyridin-2-yl)-4-hydroxy-N-(1-methyl-1-phenylethyl)pyrimidine-5-carboxamide), C(C)(=O)[O-].[K+] (potassium acetate). The reagents and catalysts are C(C)(=O)[O-].[Pd+2].C(C)(=O)[O-] (palladium(II) acetate), C1=CC=C(C=C1)P([C-]2C=CC=C2)C3=CC=CC=C3.C1=CC=C(C=C1)P([C-]2C=CC=C2)C3=CC=CC=C3.[Fe+2] (dppf). Run in CCOC(=O)C (EtOAc), CS(=O)C (DMSO). Conditions: temperature 120 celsius. The product is OC1=NC(=NC=C1C(=O)NC(C)(C1=CC=CC=C1)C)C=1C=C(C(=O)O)C=CN1 (2-(4-Hydroxy-5-{[(1-methyl-1-phenylethyl)amino]carbonyl}pyrimidin-2-yl)isonicotinic acid). As a reaction SMILES: Br[C:2]1[CH:7]=[CH:6][N:5]=[C:4]([C:8]2[N:13]=[C:12]([OH:14])[C:11]([C:15]([NH:17][C:18]([CH3:26])([C:20]3[CH:25]=[CH:24][CH:23]=[CH:22][CH:21]=3)[CH3:19])=[O:16])=[CH:10][N:9]=2)[CH:3]=1.[C:27]([O-:30])(=[O:29])C.[K+]>CS(C)=O.CCOC(C)=O.C([O-])(=O)C.[Pd+2].C([O-])(=O)C.C1C=CC(P(C2C=CC=CC=2)[C-]2C=CC=C2)=CC=1.C1C=CC(P(C2C=CC=CC=2)[C-]2C=CC=C2)=CC=1.[Fe+2]>[OH:14][C:12]1[C:11]([C:15]([NH:17][C:18]([CH3:26])([C:20]2[CH:25]=[CH:24][CH:23]=[CH:22][CH:21]=2)[CH3:19])=[O:16])=[CH:10][N:9]=[C:8]([C:4]2[CH:3]=[C:2]([CH:7]=[CH:6][N:5]=2)[C:27]([OH:30])=[O:29])[N:13]=1 |f:1.2,5.6.7,8.9.10|. Reported procedure: To the product of Example 1 (0.198 g, 0.479 mmol) in DMSO (5.0 mL) was added potassium acetate (0.188 g, 1.916 mmol), palladium(II) acetate (5.38 mg, 0.024 mmol), and dppf (0.053 g, 0.096 mmol). The reaction was stirred under a CO atmosphere and heated at 120° C. for 30 min. The reaction was diluted with EtOAc, washed with aq. HCl (1M) and concentrated. The residue was purified by preparative HPLC (Non-Polar Method). The material was further purified by flash chromatography on silica gel eluted ... Starting materials: BrC1=CC=C(C=C1)C (p-bromotoluene), Grignard reagent, C(C)I (ethyl iodide), II (iodine), [Mg] (magnesium), CC1=CC=C(C=C1)C(C)=O (p-methylacetophenone), S(O)(O)(=O)=O (sulfuric acid). Solvent: C1CCOC1 (THF), C1CCOC1 (THF), C1CCOC1 (THF). Conditions: time 3 hour. Yields the product C1(=CC=C(C=C1)C(=C)C1=CC=C(C=C1)C)C (1,1-Di(p-tolyl)ethylene). Yield: 75.7%. Reaction SMILES: [Mg].C(I)C.II.Br[C:8]1[CH:13]=[CH:12][C:11]([CH3:14])=[CH:10][CH:9]=1.[CH3:15][C:16]1[CH:21]=[CH:20][C:19]([C:22](=O)[CH3:23])=[CH:18][CH:17]=1.S(=O)(=O)(O)O>C1COCC1>[C:11]1([CH3:14])[CH:12]=[CH:13][C:8]([C:22]([C:19]2[CH:20]=[CH:21][C:16]([CH3:15])=[CH:17][CH:18]=2)=[CH2:23])=[CH:9][CH:10]=1. Reported procedure: Into a 1-liter reaction flask were introduced in a nitrogen stream 15.6 g (0.65 mol) of magnesium and 20 ml of THF. Slight amounts of ethyl iodide and iodine were added thereto to initiate reaction. A solution of 111.15 g (0.65 mol) of p-bromotoluene in 500 ml of THF was then added dropwise at room temperature to 40° C. over a period of 2 hours to prepare a Grignard reagent. Thereto was added dropwise a solution of 83.75 g (0.625 mol) of p-methylacetophenone (10a) in 200 ml of THF at that temper... Reactants: [H-].[Al+3].[Li+].[H-].[H-].[H-] (Lithium aluminum hydride), O1C(CCCC1)O[C@H]1C(O)(O[C@@H]([C@H]([C@@H]1OC1OCCCC1)OC1OCCCC1)COC1OCCCC1)C1SCCCS1 (2,3,4,6-tetra-O-(tetrahydropyranyl)-1-C-(1,3-dithian-2-yl)-D-glucopyranose), CO (Methanol). The solvent is O1CCCC1.C(C)OCC (tetrahydrofuran ethyl ether). Product: O1C(CCCC1)O[C@@H](C(O)C1SCCCS1)[C@@H](OC1OCCCC1)[C@H](OC1OCCCC1)[C@H](O)COC1OCCCC1 (2,3,4,6-Tetra-O-(tetrahydropyranyl)-1-C-(1,3-dithian-2-yl)-D-glucitol). Isolated yield 49.8%. As a reaction SMILES: [H-].[Al+3].[Li+].[H-].[H-].[H-].[O:7]1[CH2:12][CH2:11][CH2:10][CH2:9][CH:8]1[O:13][C@@H:14]1[C@@H:20]([O:21][CH:22]2[CH2:27][CH2:26][CH2:25][CH2:24][O:23]2)[C@H:19]([O:28][CH:29]2[CH2:34][CH2:33][CH2:32][CH2:31][O:30]2)[C@@H:18]([CH2:35][O:36][CH:37]2[CH2:42][CH2:41][CH2:40][CH2:39][O:38]2)[O:17][C:15]1([CH:43]1[S:48][CH2:47][CH2:46][CH2:45][S:44]1)[OH:16].CO>O1CCCC1.C(OCC)C>[O:7]1[CH2:12][CH2:11][CH2:10][CH2:9][CH:8]1[O:13][C@H:14]([C@H:20]([C@@H:19]([C@@H:18]([CH2:35][O:36][CH:37]1[CH2:42][CH2:41][CH2:40][CH2:39][O:38]1)[OH:17])[O:28][CH:29]1[CH2:34][CH2:33][CH2:32][CH2:31][O:30]1)[O:21][CH:22]1[CH2:27][CH2:26][CH2:25][CH2:24][O:23]1)[CH:15]([CH:43]1[S:44][CH2:45][CH2:46][CH2:47][S:48]1)[OH:16] |f:0.1.2.3.4.5,8.9|. Reported procedure: Lithium aluminum hydride (1.74 g) was added in small portions under ice-cooling to a solution of 2,3,4,6-tetra-O-(tetrahydropyranyl)-1-C-(1,3-dithian-2-yl)-D-glucopyranose (6.9 g) in tetrahydrofuran-ethyl ether (3:1, 100 mL), and stirred at the same temperature for 5 hours Methanol (10 mL) was added to the mixture to work up the reaction, and then evaporated under reduced pressure. To the residue were added ethyl acetate (100 mL) and 2N hydrochloric acid (80 mL), the insoluble substances were fi... Starting materials: Brc1cnoc1C1CC1, O=C([O-])O, COCCOC, Cl, CCc1nc2c(F)ccc(OCC(=O)OC)c2c(OC(F)F)c1Cc1ccc(B(O)O)cc1, [Na+], O. Yields the product CCc1nc2c(F)ccc(OCC(=O)OC)c2c(OC(F)F)c1Cc1ccc(-c2cnoc2C2CC2)cc1. As a reaction SMILES: [Br:34][c:35]1[cH:36][n:37][o:38][c:39]1[CH:40]1[CH2:41][CH2:42]1.[C:43](=[O:44])([O-:45])[OH:46].[CH3:50][O:51][CH2:52][CH2:53][O:54][CH3:55].[ClH:48].[F:1][CH:2]([O:3][c:4]1[c:5]([CH2:23][c:24]2[cH:25][cH:26][c:27]([B:30]([OH:31])[OH:32])[cH:28][cH:29]2)[c:6]([CH2:21][CH3:22])[n:7][c:8]2[c:9]([F:20])[cH:10][cH:11][c:12]([O:14][CH2:15][C:16](=[O:17])[O:18][CH3:19])[c:13]12)[F:33].[Na+:47].[OH2:49]>>[F:1][CH:2]([O:3][c:4]1[c:5]([CH2:23][c:24]2[cH:25][cH:26][c:27](-[c:35]3[cH:36][n:37][o:38][c:39]3[CH:40]3[CH2:41][CH2:42]3)[cH:28][cH:29]2)[c:6]([CH2:21][CH3:22])[n:7][c:8]2[c:9]([F:20])[cH:10][cH:11][c:12]([O:14][CH2:15][C:16](=[O:17])[O:18][CH3:19])[c:13]12)[F:33]. Starting materials: COC=1N=C2C(N1)=CC=CC=C2 (2-methoxycycloheptimidazole), C1(=CC=CC=C1)OC (anisole), FC(S(=O)(=O)OC)(F)F (methyl trifluoromethanesulfonate). The solvent is C(C)(=O)OCC (ethyl acetate). Run at time 1 hour. Yields the product FC(S(=O)(=O)[O-])(F)F.COC1N(C=2C(=[NH+]1)C=CC=CC2)C (2-methoxy-3-methylcycloheptimidazolium trifluoromethanesulfonate). Reaction SMILES: [CH3:1][O:2][C:3]1[N:4]=[C:5]2[CH:12]=[CH:11][CH:10]=[CH:9][CH:8]=[C:6]2[N:7]=1.[C:13]1(OC)C=CC=CC=1.[F:21][C:22]([F:29])([F:28])[S:23]([O:26]C)(=[O:25])=[O:24]>C(OCC)(=O)C>[F:21][C:22]([F:29])([F:28])[S:23]([O-:26])(=[O:25])=[O:24].[CH3:1][O:2][CH:3]1[NH+:4]=[C:5]2[CH:12]=[CH:11][CH:10]=[CH:9][CH:8]=[C:6]2[N:7]1[CH3:13] |f:4.5|. Procedure: First, 0.9 g of 2-methoxycycloheptimidazole was added to 5 ml of anisole, and 1.1 g of methyl trifluoromethanesulfonate was added dropwise. After being stirred at room temperature for one hour, 30 ml of ethyl acetate was added, and deposited crystals were collected by filtration and dried.